This data is from the Open Reaction Database (ORD), a public repository of structured organic reaction records. The task is: describe an organic reaction: reactants, conditions, products, and yield The reactants are IN1C(CCC1=O)=O (N-Iodosuccinimide), N=1C=CN2N=CC(=CC21)C=2C=C(C(=O)OC)C=CC2 (methyl 3-imidazo[1,2-b]pyridazin-7-ylbenzoate). Solvent: CN(C)C=O (DMF). Run at time 6 hour. Yields the product IC1=CN=C2N1N=CC(=C2)C=2C=C(C(=O)OC)C=CC2 (methyl 3-(3-iodoimidazo[1,2-b]pyridazin-7-yl)benzoate). Isolated yield 50.1%. As a reaction SMILES: [I:1]N1C(=O)CCC1=O.[N:9]1[CH:10]=[CH:11][N:12]2[C:17]=1[CH:16]=[C:15]([C:18]1[CH:19]=[C:20]([CH:25]=[CH:26][CH:27]=1)[C:21]([O:23][CH3:24])=[O:22])[CH:14]=[N:13]2>CN(C=O)C>[I:1][C:11]1[N:12]2[N:13]=[CH:14][C:15]([C:18]3[CH:19]=[C:20]([CH:25]=[CH:26][CH:27]=3)[C:21]([O:23][CH3:24])=[O:22])=[CH:16][C:17]2=[N:9][CH:10]=1. Procedure details: N-Iodosuccinimide (280 mg, 1.3 mmol) was added to a mixture of methyl 3-imidazo[1,2-b]pyridazin-7-ylbenzoate (160.0 mg, 0.6318 mmol) in DMF (2 mL) and then the reaction was stirred at r.t. for 6 h. The precipitate formed was filtered and washed with ether to provide the desired product (0.12 g). LCMS (M+H)+: m/z=380.0 Reactants: [Cl-].[Ca+2].[Cl-] (calcium chloride), P(=O)([O-])([O-])O.[Na+].[Na+] (disodium phosphate). The product is Brushite, [OH-].[O-]P(=O)([O-])[O-].[O-]P(=O)([O-])[O-].[O-]P(=O)([O-])[O-].[Ca+2].[Ca+2].[Ca+2].[Ca+2].[Ca+2] (hydroxylapatite). RXN SMILES: [Cl-].[Ca+2:2].[Cl-].[P:4]([OH:8])([O-:7])([O-:6])=[O:5].[Na+].[Na+]>>[OH-:5].[O-:6][P:4]([O-:8])([O-:7])=[O:5].[O-:6][P:4]([O-:8])([O-:7])=[O:5].[O-:6][P:4]([O-:8])([O-:7])=[O:5].[Ca+2:2].[Ca+2:2].[Ca+2:2].[Ca+2:2].[Ca+2:2] |f:0.1.2,3.4.5,6.7.8.9.10.11.12.13.14|. Procedure: Brushite was prepared in the same manner as in Example 1 except that 1 l of an aqueous calcium chloride solution of 0.5 mol/l in concentration and 1 l of an aqueous disodium phosphate solution of 0.5 mol/l in concentration were used and reaction temperature was room temperature. Then, at 95° C., 300 ml of an aqueous sodium hydroxide solution of 1 mol/l in concentration was added to the resulting brushite over a period of 1 hour to obtain hydroxylapatite in the form of platy crystal [hereinafter ... Reactants: S1C(=CC=C1)C(=O)NN (thiophene-2-carboxylic acid hydrazide), N(=C=S)C1CC1 (isothiocyanato-cyclopropane). The solvent is CC(C)O (iPrOH). Conditions: temperature 70 celsius, time 72 hour. The product is C1(CC1)N1C(NN=C1C=1SC=CC1)=S (4-Cyclopropyl-5-thiophen-2-yl-2,4-dihydro[1,2,4]triazole-3-thione). Reaction SMILES: [S:1]1[CH:5]=[CH:4][CH:3]=[C:2]1[C:6]([NH:8][NH2:9])=O.[N:10]([CH:13]1[CH2:15][CH2:14]1)=[C:11]=[S:12]>CC(O)C>[CH:13]1([N:10]2[C:6]([C:2]3[S:1][CH:5]=[CH:4][CH:3]=3)=[N:8][NH:9][C:11]2=[S:12])[CH2:15][CH2:14]1. Reported procedure: To a slurry of thiophene-2-carboxylic acid hydrazide (866 mg, 6.09 mmol) in iPrOH (25 ml) was added isothiocyanato-cyclopropane (602 mg, 6.08 mmol). The mixture was stirred at 70° C. for 72 h and then cooled to room temperature. The white precipitate was filtered off and suspended in a MeOH:H2O (9:1, 40 ml) together with aq. NaOH (2%, 5 ml). The reaction mixture was stirred at 70° C. overnight and then cooled to room temperature. The pH was adjusted to around 4 with aq. HCl (1N). The formed whit... Product: N1(CCCCC1)CC1=CC(=NC=C1)N (4-Piperidin-1-ylmethyl-pyridin-2-ylamine). Conditions: temperature 0 celsius. As a reaction SMILES: [NH2:1][C:2]1[CH:7]=[C:6]([C:8]([N:10]2[CH2:15][CH2:14][CH2:13][CH2:12][CH2:11]2)=O)[CH:5]=[CH:4][N:3]=1.[H-].[H-].[H-].[H-].[Li+].[Al+3]>C1COCC1>[N:10]1([CH2:8][C:6]2[CH:5]=[CH:4][N:3]=[C:2]([NH2:1])[CH:7]=2)[CH2:11][CH2:12][CH2:13][CH2:14][CH2:15]1 |f:1.2.3.4.5.6|. Starting materials: NC1=NC=CC(=C1)C(=O)N1CCCCC1 ((2-amino-pyridin-4-yl)-piperidin-1-yl-methanone), [H-].[H-].[H-].[H-].[Li+].[Al+3] (LAH). Procedure details: To a stirred solution of (2-amino-pyridin-4-yl)-piperidin-1-yl-methanone (100 mg, 0.487 mmol) in dry THF (10 mL) at 0° C. was added LAH (1.5 mL, 1.46 mmol) dropwise. The mixture was heated to reflux for 20 h. The resulting mixture was cooled to 0° C. and quenched with H2O (1.5 mL) dropwise followed by 10% NaOH (1.5 mL). Solvent was removed and the residue was partitioned between H2O and CHCl3. The organic layer was washed with H2O, brine, dried over MgSO4. Concentration in vacuo gave a light bro... The solvent is C1CCOC1 (THF). Reactants: NC1=NC2=NC=C(N=C2C(=N1)N)CN(C1=CC=CC=C1)C1=CC=CC=C1 (N-[(2,4-diaminopteridin-6-yl)methyl]-N,N-diphenylamine), Br.NC=1N=C(C2=C(N1)N=CC(=C2)CBr)N (2,4-diamino-6-bromomethylpyrido[2,3-d]pyrimidine hydrobromide), C1=CC=CC=2SC3=CC=CC=C3NC12 (phenothiazine), [H-].[Na+] (NaH). The product is NC=1N=C(C2=C(N1)N=CC(=C2)CC=2C=CC=C1SC=3C=CC=CC3NC21)N (9-[(2,4-Diaminopyrido[2,3-d]pyrimidin-6-yl)methyl]phenothiazine). Reaction SMILES: NC1N=C(N)C2C(=NC=C(CN(C3C=CC=CC=3)C3C=CC=CC=3)N=2)N=1.[CH:27]1[C:40]2[NH:39][C:38]3[C:33](=[CH:34][CH:35]=[CH:36][CH:37]=3)[S:32][C:31]=2[CH:30]=[CH:29][CH:28]=1.[H-].[Na+].Br.[NH2:44][C:45]1[N:46]=[C:47]([NH2:57])[C:48]2[CH:54]=[C:53]([CH2:55]Br)[CH:52]=[N:51][C:49]=2[N:50]=1>>[NH2:44][C:45]1[N:46]=[C:47]([NH2:57])[C:48]2[CH:54]=[C:53]([CH2:55][C:37]3[CH:36]=[CH:35][CH:34]=[C:33]4[C:38]=3[NH:39][C:40]3[CH:27]=[CH:28][CH:29]=[CH:30][C:31]=3[S:32]4)[CH:52]=[N:51][C:49]=2[N:50]=1 |f:2.3,4.5|. Reported procedure: 9-[(2,4-Diaminopyrido[2,3-d]pyrimidin-6-yl)methyl]phenothiazine (Formula I: Ar=2,4-diaminopyrido[2,3-d]pyrimidin-6-yl; W=CH2; X=N; Z=S; m=n=0) is prepared similarly to N-[(2,4-diaminopteridin-6-yl)methyl]-N,N-diphenylamine as disclosed above by starting from phenothiazine (159 mg, 0.8 mmol), NaH (50 mg, 2.1 mmol), and 2,4-diamino-6-bromomethylpyrido[2,3-d]pyrimidine hydrobromide (100 mg, 0.3 mmol). The product can be purified by chromatography. Reactants: Cc1ccc(N2CCN(CCN)CC2)c(C)c1, O=Cc1cc(-c2ccco2)n(-c2ccccc2)n1. Product: Cc1ccc(N2CCN(CCNCc3cc(-c4ccco4)n(-c4ccccc4)n3)CC2)c(C)c1. Reaction SMILES: [CH3:1][c:2]1[c:3]([N:9]2[CH2:10][CH2:11][N:12]([CH2:15][CH2:16][NH2:17])[CH2:13][CH2:14]2)[cH:4][cH:5][c:6]([CH3:8])[cH:7]1.[c:18]1(-[n:24]2[n:25][c:26]([CH:34]=[O:35])[cH:27][c:28]2-[c:29]2[o:30][cH:31][cH:32][cH:33]2)[cH:19][cH:20][cH:21][cH:22][cH:23]1>>[CH3:1][c:2]1[c:3]([N:9]2[CH2:10][CH2:11][N:12]([CH2:15][CH2:16][NH:17][CH2:34][c:26]3[n:25][n:24](-[c:18]4[cH:19][cH:20][cH:21][cH:22][cH:23]4)[c:28](-[c:29]4[o:30][cH:31][cH:32][cH:33]4)[cH:27]3)[CH2:13][CH2:14]2)[cH:4][cH:5][c:6]([CH3:8])[cH:7]1. The reactants are [OH-].[Na+] (sodium hydroxide), C(C)OC(=O)CCCOC1=CC=C(C=C1)C1(CC2=C(C(=C(C(=C2C1)OC)OC)OC)OC)C(=O)OCC (ethyl 2-[4-(4-ethoxycarbonyl-1-oxabutyl)phenyl]-4,5,6,7-tetramethoxy-2-indancarboxylate). Run in C(C)O (ethanol). Yields the product C(=O)(O)CCCOC1=CC=C(C=C1)C1(CC2=C(C(=C(C(=C2C1)OC)OC)OC)OC)C(=O)O (2-[4-(4-Carboxy-1-oxabutyl)phenyl]-4,5,6,7-tetramethoxy-2-indancarboxylic acid). The yield is 98.4%. Reaction SMILES: [OH-].[Na+].C([O:5][C:6]([CH2:8][CH2:9][CH2:10][O:11][C:12]1[CH:17]=[CH:16][C:15]([C:18]2([C:35]([O:37]CC)=[O:36])[CH2:26][C:25]3[C:20](=[C:21]([O:33][CH3:34])[C:22]([O:31][CH3:32])=[C:23]([O:29][CH3:30])[C:24]=3[O:27][CH3:28])[CH2:19]2)=[CH:14][CH:13]=1)=[O:7])C>C(O)C>[C:6]([CH2:8][CH2:9][CH2:10][O:11][C:12]1[CH:13]=[CH:14][C:15]([C:18]2([C:35]([OH:37])=[O:36])[CH2:26][C:25]3[C:20](=[C:21]([O:33][CH3:34])[C:22]([O:31][CH3:32])=[C:23]([O:29][CH3:30])[C:24]=3[O:27][CH3:28])[CH2:19]2)=[CH:16][CH:17]=1)([OH:7])=[O:5] |f:0.1|. Procedure: An aqueous sodium hydroxide solution (3 N, 0.440 ml, 1.32 mmols) was added to an ethanol (4 ml) solution of ethyl 2-[4-(4-ethoxycarbonyl-1-oxabutyl)phenyl]-4,5,6,7-tetramethoxy-2-indancarboxylate (342 mg, 0.662 mmols), and heated under reflux for 6 hours. The reaction mixture was concentrated in vacuo, diluted with water, made acidic by adding 10% hydrochloric acid, and then extracted with ethyl acetate. The organic layer was washed with a saturated aqueous sodium chloride solution, and then dri...